From a dataset of the Open Reaction Database (ORD), a public repository of structured organic reaction records. describe an organic reaction: reactants, conditions, products, and yield Reactants: [BH4-], CC(=O)O, Cl, [Na+], C1CCOC1, O=C(O)C1C=CC=CC1(O)C(=O)O. Yields the product COC1(C(=O)O)C=CC=CC1C(=O)O. As a reaction SMILES: [BH4-:18].[CH3:14][C:15](=[O:16])[OH:17].[ClH:20].[Na+:19].[O:21]1[CH2:22][CH2:23][CH2:24][CH2:25]1.[OH:1][C:2]1([C:11](=[O:12])[OH:13])[CH:3]([C:4](=[O:5])[OH:6])[CH:7]=[CH:8][CH:9]=[CH:10]1>>[O:1]([C:2]1([C:11](=[O:12])[OH:13])[CH:3]([C:4](=[O:5])[OH:6])[CH:7]=[CH:8][CH:9]=[CH:10]1)[CH3:14].